From a dataset of the Open Reaction Database (ORD), a public repository of structured organic reaction records. describe an organic reaction: reactants, conditions, products, and yield Reaction SMILES: [H][H].S[C:4]1[CH:12]=[CH:11][C:7]([C:8]([NH2:10])=[O:9])=[CH:6][CH:5]=1>CO.[Au]>[C:8]([NH2:10])(=[O:9])[C:7]1[CH:11]=[CH:12][CH:4]=[CH:5][CH:6]=1. Solvent: CO (methanol). The reagents and catalysts are [Au] (Gold). Reported procedure: Gold substrates were annealed in a hydrogen flame to get rid of contamination and form well ordered Au surfaces. 4-Mercaptobenzamide prepared according to Example 4 was dissolved (1 mM) in methanol and degassed using argon to avoid oxidation of thiols. The insulated tips treated substrates were immersed in this solution for >2 hours. This resulted in the formation of monolayers of benzamide on the surface. Extended functionalization times degraded insulation on the probes so treatment of probes ... Yields the product C(C1=CC=CC=C1)(=O)N (benzamide). Reactants: [H][H] (hydrogen), SC1=CC=C(C(=O)N)C=C1 (4-Mercaptobenzamide). Reactants: O(C1=CC=CC=C1)C1=CC=C(C=C1)C(C(=O)OC)C(=O)OC (dimethyl 2-(4-phenoxyphenyl)malonate), [H-].[Na+] (NaH), ICCCCCC (1-iodohexane). Run in C1CCOC1 (THF). Reaction conditions: time 1 hour. The product is O(C1=CC=CC=C1)C1=CC=C(C=C1)C(C(=O)OC)(C(=O)OC)CCCCCC (dimethyl 2-(4-phenoxyphenyl)-2-n-hexylmalonate). Yield: 82.4%. RXN SMILES: [H-].[Na+].[O:3]([C:10]1[CH:15]=[CH:14][C:13]([CH:16]([C:21]([O:23][CH3:24])=[O:22])[C:17]([O:19][CH3:20])=[O:18])=[CH:12][CH:11]=1)[C:4]1[CH:9]=[CH:8][CH:7]=[CH:6][CH:5]=1.I[CH2:26][CH2:27][CH2:28][CH2:29][CH2:30][CH3:31]>C1COCC1>[O:3]([C:10]1[CH:15]=[CH:14][C:13]([C:16]([CH2:26][CH2:27][CH2:28][CH2:29][CH2:30][CH3:31])([C:21]([O:23][CH3:24])=[O:22])[C:17]([O:19][CH3:20])=[O:18])=[CH:12][CH:11]=1)[C:4]1[CH:5]=[CH:6][CH:7]=[CH:8][CH:9]=1 |f:0.1|. Procedure details: To a suspension of NaH (144 mg of 60% in mineral oil washed with hexanes, 86.4 mg, 3.6 mmol) in dry THF (20 mL) was carefully added dimethyl 2-(4-phenoxyphenyl)malonate (900 mg, 3.0 mmol). The resulting mixture was stirred at room temperature for 1 hour and then 1-iodohexane (1.27 g, 0.89 mL, 6.0 mmol) was added. The reaction mixture was stirred at room temperature for 1 hour and then heated to reflux overnight . The reaction was cooled to room temperature and quenched with 1N HCl (20 mL) and ex... RXN SMILES: [CH:1]([C:3]1[N:4]=[C:5]2[C:10]([N:11]3[CH2:16][CH2:15][O:14][CH2:13][CH2:12]3)=[CH:9][CH:8]=[N:7][N:6]2[C:17]=1[C:18]1[CH:30]=[CH:29][C:21]([C:22]([O:24][C:25]([CH3:28])([CH3:27])[CH3:26])=[O:23])=[CH:20][CH:19]=1)=O.[CH3:31][C:32]1[CH:41]=[CH:40][C:39]2[C:34](=[CH:35][CH:36]=[CH:37][CH:38]=2)[N:33]=1.Cl[Si](C)(C)C.O>CN(C=O)C>[O:14]1[CH2:15][CH2:16][N:11]([C:10]2[C:5]3[N:6]([C:17]([C:18]4[CH:30]=[CH:29][C:21]([C:22]([O:24][C:25]([CH3:27])([CH3:28])[CH3:26])=[O:23])=[CH:20][CH:19]=4)=[C:3](/[CH:1]=[CH:31]/[C:32]4[CH:41]=[CH:40][C:39]5[C:34](=[CH:35][CH:36]=[CH:37][CH:38]=5)[N:33]=4)[N:4]=3)[N:7]=[CH:8][CH:9]=2)[CH2:12][CH2:13]1. Run in CN(C)C=O (DMF). Reactants: O (water), C(=O)C=1N=C2N(N=CC=C2N2CCOCC2)C1C1=CC=C(C(=O)OC(C)(C)C)C=C1 (tert-Butyl 4-(2-formyl-8-morpholinoimidazo[1,2-b]pyridazin-3-yl)benzoate), CC1=NC2=CC=CC=C2C=C1 (2-methylquinoline), Cl[Si](C)(C)C (chlorotrimethylsilane). Run at temperature 90 celsius, time 2 hour. The product is O1CCN(CC1)C=1C=2N(N=CC1)C(=C(N2)\C=C\C2=NC1=CC=CC=C1C=C2)C2=CC=C(C(=O)OC(C)(C)C)C=C2 ((E)-tert-Butyl 4-(8-morpholino-2-(2-(quinolin-2-yl)vinyl)imidazo[1,2-b]pyridazin-3-yl)benzoate). Reported procedure: To a mixture of compound 5f (0.68 g, 1.7 mmol) and 2-methylquinoline (0.26 mL, 2.0 mmol) in DMF (5 mL) was added chlorotrimethylsilane (0.64 mL, 5.0 mmol) dropwise. The resulting mixture was stirred at 90° C. for 2 h. The reaction mixture was cooled, and water (20 mL) was added. The precipitated solid was collected by filtration, washed with MeOH (2×5 mL), and dried under high vacuum. Compound 5g was obtained as an orange solid. Mass Spectrum (LCMS, ESI pos.): Calcd. for C32H31 N5O3: 534.2 (M+H)... The reactants are COCOc1cnc(C)cc1B(O)O, [Na+], [Na+], C1CCOC1, OO, O=S(=O)([O-])OOS(=O)(=O)[O-]. The product is COCOc1c[nH]c(C)cc1=O. Reaction SMILES: [CH3:1][O:2][CH2:3][O:4][c:5]1[c:6]([B:12]([OH:13])[OH:14])[cH:7][c:8]([CH3:11])[n:9][cH:10]1.[Na+:27].[Na+:28].[O:29]1[CH2:30][CH2:31][CH2:32][CH2:33]1.[OH:15][OH:16].[S:17](=[O:18])([O:19][O:20][S:21]([O-:22])(=[O:23])=[O:24])([O-:25])=[O:26]>>[CH3:1][O:2][CH2:3][O:4][c:5]1[c:6](=[O:18])[cH:7][c:8]([CH3:11])[nH:9][cH:10]1. Starting materials: FC1=C(C#N)C=C(C(=C1)OC1=C(C=CC(=C1)F)OC)F (2,5-difluoro-4-(2-methoxy-5-fluorophenoxy)benzonitrile), C([O-])([O-])=O.[K+].[K+] (potassium carbonate), OO (hydrogen peroxide). Solvent: CS(=O)C (dimethylsulfoxide). Reaction conditions: time 3 hour. The product is FC1=C(C(=O)N)C=C(C(=C1)OC1=C(C=CC(=C1)F)OC)F (2,5-difluoro-4-(2-methoxy-5-fluorophenoxy)benzamide). The yield is 105.6%. Reaction SMILES: [F:1][C:2]1[CH:9]=[C:8]([O:10][C:11]2[CH:16]=[C:15]([F:17])[CH:14]=[CH:13][C:12]=2[O:18][CH3:19])[C:7]([F:20])=[CH:6][C:3]=1[C:4]#[N:5].C(=O)([O-])[O-:22].[K+].[K+].OO>CS(C)=O>[F:1][C:2]1[CH:9]=[C:8]([O:10][C:11]2[CH:16]=[C:15]([F:17])[CH:14]=[CH:13][C:12]=2[O:18][CH3:19])[C:7]([F:20])=[CH:6][C:3]=1[C:4]([NH2:5])=[O:22] |f:1.2.3|. Procedure: To a solution of 2,5-difluoro-4-(2-methoxy-5-fluorophenoxy)benzonitrile (Preparation 52, 444 mg, 1.59 mmol) in dimethylsulfoxide (10 mL) was added potassium carbonate (440 mg, 3.18 mmol), and hydrogen peroxide (commercial 30% solution, 0.95 mL, 9.49 mmol) This suspension was stirred for 3 hours at room temperature. The reaction mixture was then quenched with saturated aqueous potassium bisulphate solution (20 mL), and the precipitated solid filtered off to afford the title compound (499 mg, 100%... Starting materials: C(C)(C)(C)O[C@H](C(=O)OCC)C1=C(C2=C(N=C(S2)C2=CC(=NC=C2)C=2C=C3C=CC(=NC3=CC2)OS(=O)(=O)C(F)(F)F)C=C1C)C1=CC=C(C=C1)Cl ((S)-ethyl 2-tert-butoxy-2-(7-(4-chlorophenyl)-5-methyl-2-(2-(2-(trifluoromethylsulfonyloxy)quinolin-6-yl)pyridin-4-yl)benzo[d]thiazol-6-yl)acetate), C1(CCCCC1)C(=O)N (cyclohexanecarboxamide), CC1(C2=C(C(=CC=C2)P(C3=CC=CC=C3)C4=CC=CC=C4)OC5=C(C=CC=C51)P(C6=CC=CC=C6)C7=CC=CC=C7)C (Xantphos), C(=O)([O-])[O-].[Cs+].[Cs+] (Cs2CO3). Reagents/catalysts: C=1C=CC(=CC1)/C=C/C(=O)/C=C/C2=CC=CC=C2.C=1C=CC(=CC1)/C=C/C(=O)/C=C/C2=CC=CC=C2.C=1C=CC(=CC1)/C=C/C(=O)/C=C/C2=CC=CC=C2.[Pd].[Pd] (Pd2(dba)3). The solvent is O1CCOCC1 (dioxane). Conditions: temperature 100 celsius. The product is C(C)(C)(C)O[C@H](C(=O)OCC)C1=C(C2=C(N=C(S2)C2=CC(=NC=C2)C=2C=C3C=CC(=NC3=CC2)NC(=O)C2CCCCC2)C=C1C)C1=CC=C(C=C1)Cl ((S)-ethyl 2-tert-butoxy-2-(7-(4-chlorophenyl)-2-(2-(2-(cyclohexanecarboxamido)quinolin-6-yl)pyridin-4-yl)-5-methylbenzo[d]thiazol-6-yl)acetate). RXN SMILES: [C:1]([O:5][C@@H:6]([C:12]1[C:44]([CH3:45])=[CH:43][C:15]2[N:16]=[C:17]([C:19]3[CH:24]=[CH:23][N:22]=[C:21]([C:25]4[CH:26]=[C:27]5[C:32](=[CH:33][CH:34]=4)[N:31]=[C:30](OS(C(F)(F)F)(=O)=O)[CH:29]=[CH:28]5)[CH:20]=3)[S:18][C:14]=2[C:13]=1[C:46]1[CH:51]=[CH:50][C:49]([Cl:52])=[CH:48][CH:47]=1)[C:7]([O:9][CH2:10][CH3:11])=[O:8])([CH3:4])([CH3:3])[CH3:2].[CH:53]1([C:59]([NH2:61])=[O:60])[CH2:58][CH2:57][CH2:56][CH2:55][CH2:54]1.CC1(C)C2C(=C(P(C3C=CC=CC=3)C3C=CC=CC=3)C=CC=2)OC2C(P(C3C=CC=CC=3)C3C=CC=CC=3)=CC=CC1=2.C([O-])([O-])=O.[Cs+].[Cs+]>O1CCOCC1.C1C=CC(/C=C/C(/C=C/C2C=CC=CC=2)=O)=CC=1.C1C=CC(/C=C/C(/C=C/C2C=CC=CC=2)=O)=CC=1.C1C=CC(/C=C/C(/C=C/C2C=CC=CC=2)=O)=CC=1.[Pd].[Pd]>[C:1]([O:5][C@@H:6]([C:12]1[C:44]([CH3:45])=[CH:43][C:15]2[N:16]=[C:17]([C:19]3[CH:24]=[CH:23][N:22]=[C:21]([C:25]4[CH:26]=[C:27]5[C:32](=[CH:33][CH:34]=4)[N:31]=[C:30]([NH:61][C:59]([CH:53]4[CH2:58][CH2:57][CH2:56][CH2:55][CH2:54]4)=[O:60])[CH:29]=[CH:28]5)[CH:20]=3)[S:18][C:14]=2[C:13]=1[C:46]1[CH:51]=[CH:50][C:49]([Cl:52])=[CH:48][CH:47]=1)[C:7]([O:9][CH2:10][CH3:11])=[O:8])([CH3:2])([CH3:3])[CH3:4] |f:3.4.5,7.8.9.10.11|. Procedure details: To a solution of (S)-ethyl 2-tert-butoxy-2-(7-(4-chlorophenyl)-5-methyl-2-(2-(2-(trifluoromethylsulfonyloxy)quinolin-6-yl)pyridin-4-yl)benzo[d]thiazol-6-yl)acetate (28.4 mg, 0.037 mmol) in anhydrous dioxane (0.6 mL) was added cyclohexanecarboxamide (7.0 mg, 0.055 mmol), Xantphos (2.0 mg, 0.004 mmol), Cs2CO3 (36.0 mg, 0.111 mmol) and Pd2(dba)3 (2.0 mg, 0.002 mmol). The reaction was degassed for 5 minutes with N2 and then heated at 100° C. for 2 h. After cooling, the reaction mixture was diluted w...